Dataset: the Open Reaction Database (ORD), a public repository of structured organic reaction records. Task: describe an organic reaction: reactants, conditions, products, and yield The reactants are [Br-], COC(=O)c1cc(Br)ccc1C, O=C([O-])[O-], CCCC[N+](CCCC)(CCCC)CCCC, [K+], [K+], CC(=O)[O-], CC(=O)[O-], O, OB(O)c1ccccc1, [Pd+2]. The product is COC(=O)c1cc(-c2ccccc2)ccc1C. As a reaction SMILES: [Br-:28].[Br:10][c:11]1[cH:12][cH:13][c:14]([CH3:21])[c:15]([C:16](=[O:17])[O:18][CH3:19])[cH:20]1.[C:22](=[O:23])([O-:24])[O-:25].[CH3:29][CH2:30][CH2:31][CH2:32][N+:33]([CH2:34][CH2:35][CH2:36][CH3:37])([CH2:38][CH2:39][CH2:40][CH3:41])[CH2:42][CH2:43][CH2:44][CH3:45].[K+:26].[K+:27].[O-:48][C:49]([CH3:50])=[O:51].[O-:52][C:53]([CH3:54])=[O:55].[OH2:46].[OH:1][B:2]([OH:3])[c:4]1[cH:5][cH:6][cH:7][cH:8][cH:9]1.[Pd+2:47]>>[c:4]1(-[c:11]2[cH:12][cH:13][c:14]([CH3:21])[c:15]([C:16](=[O:17])[O:18][CH3:19])[cH:20]2)[cH:5][cH:6][cH:7][cH:8][cH:9]1. Reactants: COC(C)(C(=O)O)C(C)(C)c1ccccc1, CO, [Li+], C1CCOC1, [OH-], O, O. The product is COC(C(=O)O)C(C)(C)c1ccccc1. As a reaction SMILES: [CH3:1][C:2]([C:3](=[O:4])[OH:5])([C:6]([CH3:7])([c:8]1[cH:9][cH:10][cH:11][cH:12][cH:13]1)[CH3:14])[O:15][CH3:16].[CH3:21][OH:22].[Li+:20].[O:23]1[CH2:24][CH2:25][CH2:26][CH2:27]1.[OH-:19].[OH2:17].[OH2:18]>>[CH:2]([C:3](=[O:4])[OH:5])([C:6]([CH3:7])([c:8]1[cH:9][cH:10][cH:11][cH:12][cH:13]1)[CH3:14])[O:15][CH3:16]. Reactants: solution, C(C)(CC)[BH-](C(C)CC)C(C)CC.[K+] (potassium tri-sec-butylborohydride), [OH-].[Na+] (sodium hydroxide), O[C@@H]1[C@]2(C)[C@@H](CC1)[C@@H]1[C@@H](CC3=CC(CC[C@]3(CO)[C@H]1CC2)=O)C (17β,19-Dihydroxy-7α-methyl-4-androsten-3-one), OO (hydrogen peroxide), C([O-])([O-])=O.[K+].[K+] (potassium carbonate). Solvent: O1CCCC1 (tetrahydrofuran), O1CCCC1 (tetrahydrofuran). Conditions: temperature 0 celsius, time 2 hour. The product is C[C@H]1[C@H]2[C@@H]3CC[C@@H]([C@@]3(C)CC[C@@H]2[C@]2(CC[C@H](C=C2C1)O)CO)O (7α-methyl-4-androstene-3α,17β,19-triol). As a reaction SMILES: C([BH-](C(CC)C)C(CC)C)(CC)C.[K+].[OH:15][C@H:16]1[CH2:21][CH2:20][C@H:19]2[C@H:22]3[C@H:33]([CH2:34][CH2:35][C@:17]12[CH3:18])[C@:30]1([CH2:31][OH:32])[C:25](=[CH:26][C:27](=[O:36])[CH2:28][CH2:29]1)[CH2:24][C@H:23]3[CH3:37].[OH-].[Na+].OO.C(=O)([O-])[O-].[K+].[K+]>O1CCCC1>[CH3:37][C@@H:23]1[CH2:24][C:25]2[C@:30]([CH2:31][OH:32])([CH2:29][CH2:28][C@@H:27]([OH:36])[CH:26]=2)[C@@H:33]2[C@@H:22]1[C@H:19]1[C@@:17]([CH2:35][CH2:34]2)([CH3:18])[C@@H:16]([OH:15])[CH2:21][CH2:20]1 |f:0.1,3.4,6.7.8|. Procedure details: A 0.5 M solution of potassium tri-sec-butylborohydride in tetrahydrofuran under nitrogen is cooled to -78° C. in a dry ice-acetone bath. 17β,19-Dihydroxy-7α-methyl-4-androsten-3-one in tetrahydrofuran is added slowly and the reaction mixture is stirred for a period of 2 hours at this temperature, warmed to 0° C., and stirred for an additional two hours. The reaction mixture is decomposed by the addition of 3 N sodium hydroxide followed by a 30% hydrogen peroxide solution. Solid potassium carbona...